This data is from the Open Reaction Database (ORD), a public repository of structured organic reaction records. The task is: describe an organic reaction: reactants, conditions, products, and yield The reactants are C1(=CC=CC=C1)OC (anisole), [Cl-].[Al+3].[Cl-].[Cl-] (aluminium chloride), CON=C(C1=C(C=CC=C1)OCC1=C(C=C(C=C1)Cl)Cl)N1C=NC=C1 (2-(2,4-dichlorobenzyloxy)-α-(1-imidazolyl)benzaldehyde O-methyloxime). Run in C([O-])(O)=O.[Na+] (sodium bicarbonate). The product is CON=C(C1=C(C=CC=C1)O)N1C=NC=C1 (2-hydroxy-α-(1-imidazolyl)benzaldehyde O-methyloxime). The yield is 78.5%. RXN SMILES: C1(OC)C=CC=CC=1.[Cl-].[Al+3].[Cl-].[Cl-].[CH3:13][O:14][N:15]=[C:16]([N:33]1[CH:37]=[CH:36][N:35]=[CH:34]1)[C:17]1[CH:22]=[CH:21][CH:20]=[CH:19][C:18]=1[O:23]CC1C=CC(Cl)=CC=1Cl>C(=O)(O)[O-].[Na+]>[CH3:13][O:14][N:15]=[C:16]([N:33]1[CH:37]=[CH:36][N:35]=[CH:34]1)[C:17]1[CH:22]=[CH:21][CH:20]=[CH:19][C:18]=1[OH:23] |f:1.2.3.4,6.7|. Reported procedure: Dry anisole (6 ml) and aluminium chloride (0.59 g) were added to 2-(2,4-dichlorobenzyloxy)-α-(1-imidazolyl)benzaldehyde O-methyloxime (0.75 g), and the mixture was stirred under ice-cooling for 2 hours. After completion of the reaction, a half-saturated aqueous solution of sodium bicarbonate (100 ml) was added slowly, and the mixture was extracted with ether (50 ml) and ethyl acetate (50 ml), dried over anhydrous magnesium sulfate and concentrated under reduced pressure. The resulting crude prod... Reactants: FC1=CC=C(C2=CC=CC=C12)C(=O)O (4-fluoronaphthalene-1-carboxylic acid), Cl.C(C)N=C=NCCCN(C)C (1-ethyl-3-(3-dimethylaminopropyl)carbodiimide hydrochloride), O.ON1N=NC2=C1C=CC=C2 (1-hydroxybenzotriazole monohydrate), NC(C(O)C1=CC(=CC=C1)Cl)CC1=CC=C(C=C1)C(C(C)(C)C)(F)F ((1RS,2SR)-2-amino-1-(3-chlorophenyl)-3-[4-(1,1-difluoro-2,2-dimethylpropyl)phenyl]-1-propanol). Run in C(C)(=O)OCC (ethyl acetate), CN(C=O)C (N,N-dimethylformamide). Run at time 8 hour. The product is ClC=1C=C(C=CC1)C(C(CC1=CC=C(C=C1)C(C(C)(C)C)(F)F)NC(=O)C1=CC=C(C2=CC=CC=C12)F)O (N-{(1RS,2SR)-2-(3-chlorophenyl)-1-[4-(1,1-difluoro-2,2-dimethylpropyl)benzyl]-2-hydroxyethyl}-4-fluoro-1-naphthamide). Isolated yield 49.1%. RXN SMILES: [F:1][C:2]1[C:11]2[C:6](=[CH:7][CH:8]=[CH:9][CH:10]=2)[C:5]([C:12]([OH:14])=O)=[CH:4][CH:3]=1.Cl.C(N=C=NCCCN(C)C)C.O.ON1C2C=CC=CC=2N=N1.[NH2:38][CH:39]([CH2:49][C:50]1[CH:55]=[CH:54][C:53]([C:56]([F:62])([F:61])[C:57]([CH3:60])([CH3:59])[CH3:58])=[CH:52][CH:51]=1)[CH:40]([C:42]1[CH:47]=[CH:46][CH:45]=[C:44]([Cl:48])[CH:43]=1)[OH:41]>CN(C)C=O.C(OCC)(=O)C>[Cl:48][C:44]1[CH:43]=[C:42]([CH:40]([OH:41])[CH:39]([NH:38][C:12]([C:5]2[C:6]3[C:11](=[CH:10][CH:9]=[CH:8][CH:7]=3)[C:2]([F:1])=[CH:3][CH:4]=2)=[O:14])[CH2:49][C:50]2[CH:55]=[CH:54][C:53]([C:56]([F:62])([F:61])[C:57]([CH3:60])([CH3:58])[CH3:59])=[CH:52][CH:51]=2)[CH:47]=[CH:46][CH:45]=1 |f:1.2,3.4|. Procedure details: To a solution of 4-fluoronaphthalene-1-carboxylic acid (216 mg, 1.15 mmol) in N,N-dimethylformamide (5 ml) were added 1-ethyl-3-(3-dimethylaminopropyl)carbodiimide hydrochloride (220 mg, 1.15 mmol) and 1-hydroxybenzotriazole monohydrate (176 mg, 1.15 mmol), and (1RS,2SR)-2-amino-1-(3-chlorophenyl)-3-[4-(1,1-difluoro-2,2-dimethylpropyl)phenyl]-1-propanol (0.40 g, 1.09 mmol) was finally added. The mixture was stirred overnight at room temperature. The mixture was diluted with ethyl acetate, washed... Reaction SMILES: [C:1]([O:2][C:3](=[O:4])[NH:8][c:9]1[c:10]([CH2:11][NH:12][c:13]2[c:14]3[n:15]([cH:16][cH:17][cH:18]2)[c:19]([CH3:23])[c:20]([CH3:22])[n:21]3)[c:24]([CH3:28])[cH:25][cH:26][cH:27]1)([CH3:5])([CH3:6])[CH3:7].[CH3:36][O:37][c:38]1[cH:39][cH:40][cH:41][cH:42][cH:43]1.[Na+:45].[OH-:44].[OH:29][C:30]([C:31]([F:32])([F:33])[F:34])=[O:35]>>[NH2:8][c:9]1[c:10]([CH2:11][NH:12][c:13]2[c:14]3[n:15]([cH:16][cH:17][cH:18]2)[c:19]([CH3:23])[c:20]([CH3:22])[n:21]3)[c:24]([CH3:28])[cH:25][cH:26][cH:27]1. Yields the product Cc1cccc(N)c1CNc1cccn2c(C)c(C)nc12. Reactants: Cc1cccc(NC(=O)OC(C)(C)C)c1CNc1cccn2c(C)c(C)nc12, COc1ccccc1, [Na+], [OH-], O=C(O)C(F)(F)F. Reported procedure: In another embodiment, as shown in Scheme 3, the invention is directed to a method for producing D-allo-isoleucine comprising converting (S)-2-methylbutyraldehyde to a diastereomeric mixture of D-allo-isoleucine hydantoin (5R-[(S)-1-methylpropyl]hydantoin) and L-isoleucine hydantoin (5S-[(S)-1-methylpropyl]hydantoin) under conditions whereby no significant racemization of the chiral center in (S)-2-methylbutyraldehyde occurs, followed by contacting said diastereomeric hydantoin mixture with a D-... The solvent is C[C@H](C=O)CC ((S)-2-methylbutyraldehyde), C[C@H](C=O)CC ((S)-2-methylbutyraldehyde). Reaction SMILES: N1CC(=O)NC1=O.[NH2:8][C@@H:9]([C:14]([OH:16])=[O:15])[C@H:10]([CH2:12][CH3:13])[CH3:11].N1CC(=O)NC1=O.N[C@H](C(O)=O)[C@H](CC)C.N1CC(=O)NC1=O.C(N[C@@H](C(O)=O)[C@H](CC)C)(=O)N>C[C@@H](CC)C=O>[NH2:8][C@@H:9]([C:14]([OH:16])=[O:15])[C@H:10]([CH2:12][CH3:13])[CH3:11] |f:0.1,2.3|. Reactants: N1C(=O)NC(=O)C1.N[C@H]([C@@H](C)CC)C(=O)O (D-allo-isoleucine hydantoin), N1C(=O)NC(=O)C1.N[C@@H]([C@@H](C)CC)C(=O)O (L-isoleucine hydantoin), C(N)(=O)N[C@H]([C@@H](C)CC)C(=O)O (N-carbamoyl-D-allo-isoleucine), C(N)(=O)N[C@H]([C@@H](C)CC)C(=O)O (N-carbamoyl-D-allo-isoleucine), N1C(=O)NC(=O)C1.N[C@H]([C@@H](C)CC)C(=O)O (D-allo-isoleucine hydantoin), N1C(=O)NC(=O)C1 (hydantoin), C(N)(=O)N[C@H]([C@@H](C)CC)C(=O)O (N-carbamoyl-D-allo-isoleucine), N1C(=O)NC(=O)C1 (hydantoin), N1C(=O)NC(=O)C1 (hydantoin), N1C(=O)NC(=O)C1 (hydantoin). Product: N[C@H]([C@@H](C)CC)C(=O)O (D-allo-isoleucine). Reactants: Solution A, C(CCCCC(=O)O)(=O)O (adipic acid), C(CCCCC(=O)OC)(=O)OC (dimethyl adipate), C(CCCCC#N)#N (adiponitrile). The solvent is CO (methanol). Conditions: temperature 230 celsius, time 2.5 hour. Product: C(#N)C(C(=O)OC)CCC (methyl cyanovalerate). Yield: 203.7%. As a reaction SMILES: C(O)(=O)CCCCC(O)=O.C(OC)(=O)[CH2:12][CH2:13][CH2:14][CH2:15][C:16]([O:18][CH3:19])=[O:17].C(#N)CCCC[C:28]#[N:29]>CO>[C:28]([CH:15]([CH2:14][CH2:13][CH3:12])[C:16]([O:18][CH3:19])=[O:17])#[N:29]. Reported procedure: Into a 1-liter, stainless autoclave were introduced 301.2 g of Solution A, 39.4 g (0.270 mole) of adipic acid, 51.8 g (0.298 mole) of dimethyl adipate and 29.2 g (0.270 mole) of adiponitrile. The content of the autoclave was stirred at 230° C. for 2.5 hours. After cooling the reaction mixture, 160.0 g of methanol was added and the resulting mixture was stirred at 200° C. for 2 hours. Then, the liquid reaction mixture was distilled under reduced pressure to obtain 77.5 g (0.550 mole) of methyl cy... Reactants: [Al+3], ClCCl, CC(=O)Cl, [Cl-], [Cl-], [Cl-], O=S(=O)(NCC1Cc2ccccc2C1)c1ccc(Cl)cc1. The product is CC(=O)c1ccc2c(c1)CC(CNS(=O)(=O)c1ccc(Cl)cc1)C2. RXN SMILES: [Al+3:23].[CH2:30]([Cl:31])[Cl:32].[CH3:26][C:27]([Cl:28])=[O:29].[Cl-:22].[Cl-:24].[Cl-:25].[Cl:1][c:2]1[cH:3][cH:4][c:5]([S:8](=[O:9])(=[O:10])[NH:11][CH2:12][CH:13]2[CH2:14][c:15]3[cH:16][cH:17][cH:18][cH:19][c:20]3[CH2:21]2)[cH:6][cH:7]1>>[Cl:1][c:2]1[cH:3][cH:4][c:5]([S:8](=[O:9])(=[O:10])[NH:11][CH2:12][CH:13]2[CH2:14][c:15]3[cH:16][c:17]([C:27]([CH3:26])=[O:29])[cH:18][cH:19][c:20]3[CH2:21]2)[cH:6][cH:7]1. Reactants: FC1=C(CN\N=C\C(=O)OCC)C=CC=C1 (Ethyl (2E)-[(2-fluorobenzyl)hydrazono]acetate), ClN1C(CCC1=O)=O (N-Chlorosuccinimide). Solvent: C(C)(=O)OCC (ethyl acetate). Run at temperature 60 celsius, time 1 hour. Product: Cl\C(\C(=O)OCC)=N/NCC1=C(C=CC=C1)F (Ethyl (2Z)-chloro[(2-fluorobenzyl)hydrazono]acetate). RXN SMILES: [F:1][C:2]1[CH:16]=[CH:15][CH:14]=[CH:13][C:3]=1[CH2:4][NH:5]/[N:6]=[CH:7]/[C:8]([O:10][CH2:11][CH3:12])=[O:9].[Cl:17]N1C(=O)CCC1=O>C(OCC)(=O)C>[Cl:17]/[C:7](=[N:6]\[NH:5][CH2:4][C:3]1[CH:13]=[CH:14][CH:15]=[CH:16][C:2]=1[F:1])/[C:8]([O:10][CH2:11][CH3:12])=[O:9]. Procedure: Ethyl (2E)-[(2-fluorobenzyl)hydrazono]acetate (300 mg, 1.14 mmol) from example 1A are dissolved in ethyl acetate (2.0 ml). N-Chlorosuccinimide (143 mg, 1.07 mmol) is added, and the mixture is stirred at 60° C. for 1 h. It is then concentrated in vacuo, and the residue is stirred with carbon tetrachloride. The filtrate after filtration is concentrated. 292 mg (82% of theory) of the desired compound are obtained. Starting materials: O=C1NC(=O)C(=Cc2c[nH]c3ccc(OCc4ccccc4)cc23)S1, [H-], [Na+], CN(C)C=O, O=S(=O)(Cl)c1cccs1. Product: O=C1NC(=O)C(=Cc2cn(S(=O)(=O)c3cccs3)c3ccc(OCc4ccccc4)cc23)S1. Reaction SMILES: [CH2:1]([c:2]1[cH:3][cH:4][cH:5][cH:6][cH:7]1)[O:8][c:9]1[cH:10][c:11]2[c:12]([CH:18]=[C:19]3[C:20](=[O:25])[NH:21][C:22](=[O:24])[S:23]3)[cH:13][nH:14][c:15]2[cH:16][cH:17]1.[H-:27].[Na+:26].[O:37]=[CH:38][N:39]([CH3:40])[CH3:41].[s:28]1[c:29]([S:33](=[O:34])(=[O:35])[Cl:36])[cH:30][cH:31][cH:32]1>>[CH2:1]([c:2]1[cH:3][cH:4][cH:5][cH:6][cH:7]1)[O:8][c:9]1[cH:10][c:11]2[c:12]([CH:18]=[C:19]3[C:20](=[O:25])[NH:21][C:22](=[O:24])[S:23]3)[cH:13][n:14]([S:33]([c:29]3[s:28][cH:32][cH:31][cH:30]3)(=[O:34])=[O:35])[c:15]2[cH:16][cH:17]1. Reactants: [Cl-], [Cl-], [Cl-], [Cl-], CCOC(=O)C(=O)Cl, ClCCCl, CCOC(=O)c1cc2ccc(Cl)cc2n1C, [Ti+4]. Yields the product CCOC(=O)C(=O)c1c(C(=O)OCC)n(C)c2cc(Cl)ccc12. As a reaction SMILES: [Cl-:29].[Cl-:30].[Cl-:31].[Cl-:32].[Cl:1][C:2]([C:3](=[O:4])[O:5][CH2:6][CH3:7])=[O:8].[Cl:25][CH2:26][CH2:27][Cl:28].[Cl:9][c:10]1[cH:11][cH:12][c:13]2[cH:14][c:15]([C:20](=[O:21])[O:22][CH2:23][CH3:24])[n:16]([CH3:19])[c:17]2[cH:18]1.[Ti+4:33]>>[C:2]([C:3](=[O:4])[O:5][CH2:6][CH3:7])(=[O:8])[c:14]1[c:13]2[cH:12][cH:11][c:10]([Cl:9])[cH:18][c:17]2[n:16]([CH3:19])[c:15]1[C:20](=[O:21])[O:22][CH2:23][CH3:24]. Starting materials: CCOC(=O)C(C)CCCCOc1cc(-c2ccc([N+](=O)[O-])cc2)cc(-c2ccccc2)n1, CCO, [Cl-]. Yields the product CCOC(=O)C(C)CCCCOc1cc(-c2ccc(N)cc2)cc(-c2ccccc2)n1. As a reaction SMILES: [CH3:1][CH:2]([C:3](=[O:4])[O:5][CH2:6][CH3:7])[CH2:8][CH2:9][CH2:10][CH2:11][O:12][c:13]1[n:14][c:15](-[c:28]2[cH:29][cH:30][cH:31][cH:32][cH:33]2)[cH:16][c:17](-[c:19]2[cH:20][cH:21][c:22]([N+:25]([O-:26])=[O:27])[cH:23][cH:24]2)[cH:18]1.[CH3:35][CH2:36][OH:37].[Cl-:34]>>[CH3:1][CH:2]([C:3](=[O:4])[O:5][CH2:6][CH3:7])[CH2:8][CH2:9][CH2:10][CH2:11][O:12][c:13]1[n:14][c:15](-[c:28]2[cH:29][cH:30][cH:31][cH:32][cH:33]2)[cH:16][c:17](-[c:19]2[cH:20][cH:21][c:22]([NH2:25])[cH:23][cH:24]2)[cH:18]1.